Dataset: the Open Reaction Database (ORD), a public repository of structured organic reaction records. Task: describe an organic reaction: reactants, conditions, products, and yield The reactants are [BH4-], CC(=O)O, CC(C)=O, [H][H], Nc1ccc2nc(S(N)(=O)=O)sc2c1, [Na+], O. The product is CC(C)Nc1ccc2nc(S(N)(=O)=O)sc2c1. RXN SMILES: [BH4-:1].[CH3:17][C:18](=[O:19])[OH:20].[CH3:23][C:24]([CH3:25])=[O:26].[H:21][H:22].[NH2:3][c:4]1[cH:5][c:6]2[c:7]([n:8][c:9]([S:11](=[O:12])(=[O:13])[NH2:14])[s:10]2)[cH:15][cH:16]1.[Na+:2].[OH2:27]>>[NH:3]([c:4]1[cH:5][c:6]2[c:7]([n:8][c:9]([S:11](=[O:12])(=[O:13])[NH2:14])[s:10]2)[cH:15][cH:16]1)[CH:24]([CH3:23])[CH3:25].